This data is from the Open Reaction Database (ORD), a public repository of structured organic reaction records. The task is: describe an organic reaction: reactants, conditions, products, and yield The reactants are [N+](=O)([O-])C1NCCC2=CC=CC=C12 (nitro-tetrahydroisoquinoline), ( IV ), FC(C(=O)N1C(C2=CC=CCC2CC1)[N+](=O)[O-])(F)F (2-trifluoroacetyl-nitro-tetrahydroisoquinoline). Procedure: The nitro-tetrahydroisoquinoline of formula (IV) may be prepared by hydrolysis of 2-trifluoroacetyl-nitro-tetrahydroisoquinoline obtained by reaction of an N-(nitrophenyl)ethyl-trifluoroacetamide and paraformaldehyde in acidic conditions using the procedure of Stokker, Tet. Lett., 1996, 37, 5453. N-(nitrophenyl)ethyl-trifluoroacetamides can be prepared from readily available materials by reaction of trifluoracetic anhydride with lutidine and nitrophenethylamine hydrochloride, as illustrated in t... The product is [N+](=O)([O-])C1=C(C=CC=C1)CCNC(C(F)(F)F)=O (N-(nitrophenyl)ethyl-trifluoroacetamide), C=O (paraformaldehyde). As a reaction SMILES: [N+:1](C1C2C(=CC=CC=2)CCN1)([O-:3])=[O:2].[F:14][C:15]([F:32])([F:31])[C:16]([N:18]1[CH2:27][CH2:26][CH:25]2[C:20](=[CH:21][CH:22]=[CH:23][CH2:24]2)C1[N+]([O-])=O)=[O:17]>>[N+:1]([C:20]1[CH:21]=[CH:22][CH:23]=[CH:24][C:25]=1[CH2:26][CH2:27][NH:18][C:16](=[O:17])[C:15]([F:14])([F:31])[F:32])([O-:3])=[O:2].[CH2:16]=[O:17]. Reactants: COC(=O)C1CC(N=[N+]=[N-])CN1C(=O)OC(C)(C)C, CO, [Li+], [OH-], O. Product: CC(C)(C)OC(=O)N1CC(N=[N+]=[N-])CC1C(=O)O. As a reaction SMILES: [C:1](=[O:2])([O:3][C:4]([CH3:5])([CH3:6])[CH3:7])[N:8]1[CH:9]([C:16](=[O:17])[O:18][CH3:19])[CH2:10][CH:11]([N:13]=[N+:14]=[N-:15])[CH2:12]1.[CH3:22][OH:23].[Li+:21].[OH-:20].[OH2:24]>>[C:1](=[O:2])([O:3][C:4]([CH3:5])([CH3:6])[CH3:7])[N:8]1[CH:9]([C:16](=[O:17])[OH:18])[CH2:10][CH:11]([N:13]=[N+:14]=[N-:15])[CH2:12]1. Starting materials: [Li]CCCC, C1CCOC1, CN(C)C=O, Cn1cnc(-c2ccccc2)c1, CCOC(C)=O. Product: Cn1cc(-c2ccccc2)nc1C=O. As a reaction SMILES: [CH2:13]([Li:14])[CH2:15][CH2:16][CH3:17].[CH2:23]1[O:24][CH2:25][CH2:26][CH2:27]1.[CH3:18][N:19]([CH:20]=[O:21])[CH3:22].[CH3:1][n:2]1[cH:3][n:4][c:5](-[c:7]2[cH:8][cH:9][cH:10][cH:11][cH:12]2)[cH:6]1.[CH3:28][CH2:29][O:30][C:31]([CH3:32])=[O:33]>>[CH3:1][n:2]1[c:3]([CH:20]=[O:21])[n:4][c:5](-[c:7]2[cH:8][cH:9][cH:10][cH:11][cH:12]2)[cH:6]1. The product is COC(=O)CC(c1ccccc1)C(C#N)C(=O)OC. Reaction SMILES: [C:10]([CH:11]=[CH:12][c:13]1[cH:14][cH:15][cH:16][cH:17][cH:18]1)(=[O:19])[O:20][CH3:21].[CH3:1][O:2][C:3](=[O:4])[CH2:5][C:6]#[N:7].[CH3:23][c:24]1[cH:25][cH:26][cH:27][cH:28][cH:29]1.[CH3:30][OH:31].[ClH:22].[H-:8].[Na+:9]>>[CH3:1][O:2][C:3](=[O:4])[CH:5]([C:6]#[N:7])[CH:12]([CH2:11][C:10](=[O:19])[O:20][CH3:21])[c:13]1[cH:14][cH:15][cH:16][cH:17][cH:18]1. Reactants: COC(=O)C=Cc1ccccc1, COC(=O)CC#N, Cc1ccccc1, CO, Cl, [H-], [Na+]. The reactants are Br, CO, Cl, CCCCc1nc2c(N)nc(C)c(C)c2n1CC(C)(C)O. Product: Cl, CCCCc1nc2c(N)nc(C)c(C)c2n1C=C(C)C. RXN SMILES: [BrH:22].[CH3:24][OH:25].[ClH:23].[NH2:1][c:2]1[n:3][c:4]([CH3:21])[c:5]([CH3:20])[c:6]2[c:7]1[n:8][c:9]([CH2:16][CH2:17][CH2:18][CH3:19])[n:10]2[CH2:11][C:12]([OH:13])([CH3:14])[CH3:15]>>[ClH:23].[NH2:1][c:2]1[n:3][c:4]([CH3:21])[c:5]([CH3:20])[c:6]2[c:7]1[n:8][c:9]([CH2:16][CH2:17][CH2:18][CH3:19])[n:10]2[CH:11]=[C:12]([CH3:14])[CH3:15].